From a dataset of the Open Reaction Database (ORD), a public repository of structured organic reaction records. describe an organic reaction: reactants, conditions, products, and yield Reactants: C(C)(=O)OC[C@H]1O[C@H]([C@@H]([C@H]([C@@H]1OCC1=CC=CC=C1)OCC1=CC=CC=C1)OCC1=CC=CC=C1)C1=C(C=C(C(=C1)CC1=CC=C(C=C1)OCC)Cl)OCC=C (((2R,3R,4R,5S,6S)-6-(2-(Allyloxy)-4-chloro-5-(4-ethoxybenzyl)phenyl)-3,4,5-tris(benzyloxy)tetrahydro-2H-pyran-2-yl)methyl acetate), C[O-].[Na+] (sodium methoxide), C(C)(=O)O (acetic acid). The solvent is CO (MeOH). Conditions: time 5 hour. Product: C(C=C)OC1=C(C=C(C(=C1)Cl)CC1=CC=C(C=C1)OCC)[C@H]1[C@@H]([C@H]([C@@H]([C@H](O1)CO)OCC1=CC=CC=C1)OCC1=CC=CC=C1)OCC1=CC=CC=C1 (((2R,3R,4R,5S,6S)-6-(2-(Allyloxy)-4-chloro-5-(4-ethoxybenzyl)phenyl)-3,4,5-tris(benzyloxy)tetrahydro-2H-pyran-2-yl)methanol). Yield: 98.0%. RXN SMILES: C([O:4][CH2:5][C@@H:6]1[C@@H:11]([O:12][CH2:13][C:14]2[CH:19]=[CH:18][CH:17]=[CH:16][CH:15]=2)[C@H:10]([O:20][CH2:21][C:22]2[CH:27]=[CH:26][CH:25]=[CH:24][CH:23]=2)[C@@H:9]([O:28][CH2:29][C:30]2[CH:35]=[CH:34][CH:33]=[CH:32][CH:31]=2)[C@H:8]([C:36]2[CH:41]=[C:40]([CH2:42][C:43]3[CH:48]=[CH:47][C:46]([O:49][CH2:50][CH3:51])=[CH:45][CH:44]=3)[C:39]([Cl:52])=[CH:38][C:37]=2[O:53][CH2:54][CH:55]=[CH2:56])[O:7]1)(=O)C.C[O-].[Na+].C(O)(=O)C>CO>[CH2:54]([O:53][C:37]1[CH:38]=[C:39]([Cl:52])[C:40]([CH2:42][C:43]2[CH:44]=[CH:45][C:46]([O:49][CH2:50][CH3:51])=[CH:47][CH:48]=2)=[CH:41][C:36]=1[C@@H:8]1[O:7][C@H:6]([CH2:5][OH:4])[C@@H:11]([O:12][CH2:13][C:14]2[CH:19]=[CH:18][CH:17]=[CH:16][CH:15]=2)[C@H:10]([O:20][CH2:21][C:22]2[CH:23]=[CH:24][CH:25]=[CH:26][CH:27]=2)[C@H:9]1[O:28][CH2:29][C:30]1[CH:35]=[CH:34][CH:33]=[CH:32][CH:31]=1)[CH:55]=[CH2:56] |f:1.2|. Reported procedure: To a solution of ((2R,3R,4R,5S,6S)-6-(2-(allyloxy)-4-chloro-5-(4-ethoxybenzyl)phenyl)-3,4,5-tris(benzyloxy)tetrahydro-2H-pyran-2-yl)methyl acetate (20, 7.8 g, 10 mmol) from Step 4 in methanol (130 mL) was added sodium methoxide (25% in methanol, 13 mL) and the reaction mixture was vigorously stirred at ambient temperature for 5 h. The solution was cooled to 0° C. prior to neutralizing with acetic acid (6.5 mL). After removal of organic volatiles under reduced pressure, the residue was diluted et... Starting materials: B(Br)(Br)Br (boron tribromide), COC1=CC=C2C(C(CSC2=C1)(C)C1=CC=C(C=C1)OC)CCCCCCCCC(C(=O)OCC)CCC(C(C(C(F)(F)F)(F)F)(F)F)(F)F (ethyl 10-[(3RS,4RS)-7-methoxy-3-(4-methoxyphenyl)-3-methylthiochroman-4-yl]-2-(3,3,4,4,5,5,6,6,6-nonafluorohexyl)decanoate), O (water). Run in ClCCl (dichloromethane), ClCCl (dichloromethane). Conditions: time 1 hour. Product: OC1=CC=C2C(C(CSC2=C1)(C)C1=CC=C(C=C1)O)CCCCCCCCC(C(=O)OCC)CCC(C(C(C(F)(F)F)(F)F)(F)F)(F)F (ethyl 10-[(3RS,4RS)-7-hydroxy-3-(4-hydroxyphenyl)-3-methylthiochroman-4-yl]-2-(3,3,4,4,5,5,6,6,6-nonafluorohexyl)decanoate). The yield is 83.3%. RXN SMILES: C[O:2][C:3]1[CH:12]=[C:11]2[C:6]([CH:7]([CH2:22][CH2:23][CH2:24][CH2:25][CH2:26][CH2:27][CH2:28][CH2:29][CH:30]([CH2:36][CH2:37][C:38]([F:50])([F:49])[C:39]([F:48])([F:47])[C:40]([F:46])([F:45])[C:41]([F:44])([F:43])[F:42])[C:31]([O:33][CH2:34][CH3:35])=[O:32])[C:8]([C:14]3[CH:19]=[CH:18][C:17]([O:20]C)=[CH:16][CH:15]=3)([CH3:13])[CH2:9][S:10]2)=[CH:5][CH:4]=1.B(Br)(Br)Br.O>ClCCl>[OH:2][C:3]1[CH:12]=[C:11]2[C:6]([CH:7]([CH2:22][CH2:23][CH2:24][CH2:25][CH2:26][CH2:27][CH2:28][CH2:29][CH:30]([CH2:36][CH2:37][C:38]([F:50])([F:49])[C:39]([F:47])([F:48])[C:40]([F:45])([F:46])[C:41]([F:42])([F:43])[F:44])[C:31]([O:33][CH2:34][CH3:35])=[O:32])[C:8]([C:14]3[CH:19]=[CH:18][C:17]([OH:20])=[CH:16][CH:15]=3)([CH3:13])[CH2:9][S:10]2)=[CH:5][CH:4]=1. Procedure details: A solution of ethyl 10-[(3RS,4RS)-7-methoxy-3-(4-methoxyphenyl)-3-methylthiochroman-4-yl]-2-(3,3,4,4,5,5,6,6,6-nonafluorohexyl)decanoate (0.5 g, 0.67 mmol) in dichloromethane (10 mL) was cooled to −78° C. To this solution, a solution of boron tribromide in dichloromethane (1M, 5.37 ml) was slowly added dropwise, and the resulting mixture was stirred for 1 hour. The reaction vessel was then transferred to an ice-bath and the reaction mixture was further stirred for 3 hours. After the reaction was...